Dataset: the Open Reaction Database (ORD), a public repository of structured organic reaction records. Task: describe an organic reaction: reactants, conditions, products, and yield The solvent is ClCCl (dichloromethane), ClCCl (dichloromethane). Reported procedure: A solution of 5-methoxy-1H-indazole [0.410 g, Reference Example 24(a)] in dichloromethane (7.5 ml) was treated with a solution of boron tribromide in dichloromethane (7.5 ml, 1M). The mixture was then heated to reflux for 4 hours, then cooled to 0° C. and then treated dropwise with water (2 ml). The pH of this mixture was adjusted to 7-8 by addition of 10% aqueous sodium hydrogen carbonate. The mixture was then extracted three times with ethyl acetate. The combined extracts were dried over magne... As a reaction SMILES: C[O:2][C:3]1[CH:4]=[C:5]2[C:9](=[CH:10][CH:11]=1)[NH:8][N:7]=[CH:6]2.B(Br)(Br)Br.O.C(=O)([O-])O.[Na+]>ClCCl>[OH:2][C:3]1[CH:4]=[C:5]2[C:9](=[CH:10][CH:11]=1)[NH:8][N:7]=[CH:6]2 |f:3.4|. Starting materials: COC=1C=C2C=NNC2=CC1 (5-methoxy-1H-indazole), B(Br)(Br)Br (boron tribromide), C(O)([O-])=O.[Na+] (sodium hydrogen carbonate), O (water). Run at temperature 0 celsius. Yield: 83.5%. The product is OC=1C=C2C=NNC2=CC1 (5-hydroxy-1H-indazole). The reactants are CC1=CC(=CC2=CN(N=C12)COCC[Si](C)(C)C)CO ((7-methyl-2-((2-(trimethylsilyl)ethoxy)methyl)-2H-indazol-5-yl)methanol), C(Br)(Br)(Br)Br (carbon tetrabromide), C1(=CC=CC=C1)P(C1=CC=CC=C1)C1=CC=CC=C1 (triphenylphosphine). The solvent is CCCCC (pentane), O1CCCC1 (tetrahydrofuran). Run at time 30 minute. Product: BrCC1=CC2=CN(N=C2C(=C1)C)COCC[Si](C)(C)C (5-(Bromomethyl)-7-methyl-2-((2-(trimethylsilyl)ethoxy)methyl)-2H-indazole). Reaction SMILES: [CH3:1][C:2]1[C:10]2[C:6](=[CH:7][N:8]([CH2:11][O:12][CH2:13][CH2:14][Si:15]([CH3:18])([CH3:17])[CH3:16])[N:9]=2)[CH:5]=[C:4]([CH2:19]O)[CH:3]=1.C(Br)(Br)(Br)[Br:22].C1(P(C2C=CC=CC=2)C2C=CC=CC=2)C=CC=CC=1>O1CCCC1.CCCCC>[Br:22][CH2:19][C:4]1[CH:3]=[C:2]([CH3:1])[C:10]2[C:6](=[CH:7][N:8]([CH2:11][O:12][CH2:13][CH2:14][Si:15]([CH3:18])([CH3:17])[CH3:16])[N:9]=2)[CH:5]=1. Reported procedure: To a solution of (7-methyl-2-((2-(trimethylsilyl)ethoxy)methyl)-2H-indazol-5-yl)methanol (138 mg, 0.472 mmol) and carbon tetrabromide (235 mg, 0.708 mmol) in tetrahydrofuran (1 mL) at 0° C. was added triphenylphosphine (186 mg, 0.708 mmol). The resulting solution was stirred at room temperature for 30 min. The reaction was diluted with several volumes of pentane and filtered to remove undissolved solids. The organics were concentrated and purified by column chromatography (5→12% EtOAc/Hex) to gi... The reactants are CI (methyl iodide), S(=O)(=O)(OC)OC (dimethyl sulfate), C1=2C(=O)OC(NC1=CC=CC2)=O (isatoic anhydride). Yields the product CN1C=2C(C(=O)OC1=O)=CC=CC2 (N-methylisatoic anhydride). As a reaction SMILES: CI.S([O:8][CH3:9])(OC)(=O)=O.[C:10]12[C:16](=[CH:17][CH:18]=[CH:19][CH:20]=1)[NH:15][C:14](=O)[O:13][C:11]2=[O:12]>>[CH3:14][N:15]1[C:9](=[O:8])[O:13][C:11](=[O:12])[C:10]2=[CH:20][CH:19]=[CH:18][CH:17]=[C:16]12. Procedure details: N-methylation could be achieved by adding an alkylation agent. Preferably methyl iodide or dimethyl sulfate in a molar ratio, relative to isatoic anhydride, from 1 to 5, preferably 1.5, at a temperature from 10-40° C. In the case of a methylating agent, the intermediate N-methylisatoic anhydride could be isolated by filtration as a colourless crystalline compound by adding 2 parts of water to the reaction mixture. Identification was established by compare HPLC chromatograms with authentic materi... Starting materials: NC(=O)CBr, CC(C)(C)OC(=O)NCc1cc(Cl)ccc1O, [K+], [K+], O=C([O-])[O-], CN(C)C=O. The product is CC(C)(C)OC(=O)NCc1cc(Cl)ccc1OCC(N)=O. Reaction SMILES: [Br:24][CH2:25][C:26](=[O:27])[NH2:28].[C:1]([CH3:2])([CH3:3])([CH3:4])[O:5][C:6]([NH:7][CH2:8][c:9]1[c:10]([OH:16])[cH:11][cH:12][c:13]([Cl:15])[cH:14]1)=[O:17].[K+:18].[K+:19].[O-:20][C:21]([O-:22])=[O:23].[O:29]=[CH:30][N:31]([CH3:32])[CH3:33]>>[C:1]([CH3:2])([CH3:3])([CH3:4])[O:5][C:6]([NH:7][CH2:8][c:9]1[c:10]([O:16][CH2:25][C:26](=[O:27])[NH2:28])[cH:11][cH:12][c:13]([Cl:15])[cH:14]1)=[O:17]. Starting materials: CON=C(C(C)=O)C(C)=O (pentane-2,3,4-trione 3-(O-methyloxime)), OCC(C)(CO)C (neopentyl glycol), S(O)(O)(=O)=O (sulfuric acid), O (water). The solvent is C1(=CC=CC=C1)C (toluene). Conditions: time 2 hour. Yields the product CO\N=C(/C(C)=O)\C1(OCC(CO1)(C)C)C (1-(2,5,5-trimethyl-[1,3]-dioxan-2-yl)propane-l,2-dione 1(E)-(O-methyloxime)). Yield: 79.0%. As a reaction SMILES: [CH3:1][O:2][N:3]=[C:4]([C:8](=[O:10])[CH3:9])[C:5](=[O:7])[CH3:6].[OH:11][CH2:12][C:13]([CH3:17])([CH2:15]O)[CH3:14].S(=O)(=O)(O)O.O>C1(C)C=CC=CC=1>[CH3:1][O:2]/[N:3]=[C:4](/[C:8]1([CH3:9])[O:11][CH2:12][C:13]([CH3:17])([CH3:15])[CH2:14][O:10]1)\[C:5](=[O:7])[CH3:6]. Reported procedure: 20 g (0.14 mol) of pentane-2,3,4-trione 3-(O-methyloxime), 43.4 g (0.42 mol) of neopentyl glycol and 0.1 g of conc. sulfuric acid in 80 ml of toluene were heated at the boil on a water separator at a pressure of 800 mbar for 2 hours. The mixture was extracted with water and toluene and then worked up as in Example 4b). This gave 30 g of an oil of a purity of 84% (yield 79%). Reactants: FC(C1=CC=C(C=N1)NC(OC)=O)(F)F (methyl 6-(trifluoromethyl)pyridin-3-ylcarbamate), C[C@@H]1N(C[C@H](NC1)C)C1=CC(=C(C#N)C=C1)OC (4-[(2S,5R)-2,5-dimethylpiperazin-1-yl]-2-methoxybenzonitrile), C1CCC2=NCCCN2CC1 (DBU). The solvent is C1(=CC=CC=C1)C (toluene). Reaction conditions: temperature 100 celsius. Yields the product C(#N)C1=C(C=C(C=C1)N1C[C@H](N(C[C@@H]1C)C(=O)NC=1C=NC(=CC1)C(F)(F)F)C)OC ((2R,5S)-4-(4-Cyano-3-methoxyphenyl)-2,5-dimethyl-N-(6-trifluoromethyl-3-pyridyl)piperazine-1-carboxamide). Isolated yield 45.7%. As a reaction SMILES: [F:1][C:2]([F:15])([F:14])[C:3]1[N:8]=[CH:7][C:6]([NH:9][C:10](=[O:13])OC)=[CH:5][CH:4]=1.[CH3:16][C@H:17]1[CH2:22][NH:21][C@H:20]([CH3:23])[CH2:19][N:18]1[C:24]1[CH:31]=[CH:30][C:27]([C:28]#[N:29])=[C:26]([O:32][CH3:33])[CH:25]=1.C1CCN2C(=NCCC2)CC1>C1(C)C=CC=CC=1>[C:28]([C:27]1[CH:30]=[CH:31][C:24]([N:18]2[C@@H:17]([CH3:16])[CH2:22][N:21]([C:10]([NH:9][C:6]3[CH:7]=[N:8][C:3]([C:2]([F:1])([F:14])[F:15])=[CH:4][CH:5]=3)=[O:13])[C@H:20]([CH3:23])[CH2:19]2)=[CH:25][C:26]=1[O:32][CH3:33])#[N:29]. Procedure: Into 5 ml of toluene were dissolved 500 mg of methyl 6-(trifluoromethyl)pyridin-3-ylcarbamate and 557 mg of 4-[(2S,5R)-2,5-dimethylpiperazin-1-yl]-2-methoxybenzonitrile, and then 0.03 ml of DBU was added thereto, followed by heating to 100° C. and 8 hours of stirring. The reaction solution was concentrated and the residue was subjected to silica gel column chromatography to obtain 450 mg of the title compound from an eluate using chloroform-methanol (96:4, v/v).